This data is from the Open Reaction Database (ORD), a public repository of structured organic reaction records. The task is: describe an organic reaction: reactants, conditions, products, and yield The reactants are CC1CNCC(C)O1, CO, Fc1ccc(C2CCc3c(Cl)nc(Cl)nc32)cc1. Yields the product CC1CN(c2nc(Cl)nc3c2CCC3c2ccc(F)cc2)CC(C)O1. Reaction SMILES: [CH3:19][CH:20]1[O:21][CH:22]([CH3:26])[CH2:23][NH:24][CH2:25]1.[CH3:27][OH:28].[Cl:1][c:2]1[n:3][c:4]([Cl:18])[c:5]2[c:6]([n:7]1)[CH:8]([c:11]1[cH:12][cH:13][c:14]([F:17])[cH:15][cH:16]1)[CH2:9][CH2:10]2>>[Cl:1][c:2]1[n:3][c:4]([N:24]2[CH2:23][CH:22]([CH3:26])[O:21][CH:20]([CH3:19])[CH2:25]2)[c:5]2[c:6]([n:7]1)[CH:8]([c:11]1[cH:12][cH:13][c:14]([F:17])[cH:15][cH:16]1)[CH2:9][CH2:10]2. Starting materials: OC1(c2ncc(Br)s2)CCC1, CCOC(C)=O, CC1(C)OB(c2cc(Nc3nccc(C(F)(F)F)n3)ccc2F)OC1(C)C, [Na+], [Na+], O=C([O-])[O-], CN(C)C=O. The product is OC1(c2ncc(-c3cc(Nc4nccc(C(F)(F)F)n4)ccc3F)s2)CCC1. Reaction SMILES: [Br:34][c:35]1[cH:36][n:37][c:38]([C:40]2([OH:44])[CH2:41][CH2:42][CH2:43]2)[s:39]1.[CH3:50][CH2:51][O:52][C:53](=[O:54])[CH3:55].[F:1][c:2]1[c:3]([B:19]2[O:20][C:21]([CH3:22])([CH3:23])[C:24]([CH3:25])([CH3:26])[O:27]2)[cH:4][c:5]([NH:8][c:9]2[n:10][cH:11][cH:12][c:13]([C:15]([F:16])([F:17])[F:18])[n:14]2)[cH:6][cH:7]1.[Na+:28].[Na+:29].[O-:30][C:31](=[O:32])[O-:33].[O:45]=[CH:46][N:47]([CH3:48])[CH3:49]>>[F:1][c:2]1[c:3](-[c:35]2[cH:36][n:37][c:38]([C:40]3([OH:44])[CH2:41][CH2:42][CH2:43]3)[s:39]2)[cH:4][c:5]([NH:8][c:9]2[n:10][cH:11][cH:12][c:13]([C:15]([F:16])([F:17])[F:18])[n:14]2)[cH:6][cH:7]1. Reactants: CN=C=O, Cc1cccc(N)c1CO, c1ccccc1. The product is CNC(=O)Nc1cccc(C)c1CO. As a reaction SMILES: [CH3:11][N:12]=[C:13]=[O:14].[NH2:1][c:2]1[c:3]([CH2:4][OH:5])[c:6]([CH3:10])[cH:7][cH:8][cH:9]1.[cH:15]1[cH:16][cH:17][cH:18][cH:19][cH:20]1>>[NH:1]([c:2]1[c:3]([CH2:4][OH:5])[c:6]([CH3:10])[cH:7][cH:8][cH:9]1)[C:13]([NH:12][CH3:11])=[O:14]. The reactants are [Al+3], C1CCOC1, CO, CCOCC, Cl, [H-], [H-], [H-], [H-], [I-], [K+], [Li+], [N-]=[N+]=[N-], [Na+], CN(C)C=O, O, CS(=O)(=O)OCCC1CCCc2cc(S(=O)(=O)c3ccccc3)ccc21. Product: Cl, NCCC1CCCc2cc(S(=O)(=O)c3ccccc3)ccc21. RXN SMILES: [Al+3:34].[CH2:39]1[O:40][CH2:41][CH2:42][CH2:43]1.[CH3:50][OH:51].[CH3:52][CH2:53][O:54][CH2:55][CH3:56].[ClH:44].[H-:33].[H-:36].[H-:37].[H-:38].[I-:28].[K+:27].[Li+:35].[N-:30]=[N+:31]=[N-:32].[Na+:29].[O:45]=[CH:46][N:47]([CH3:48])[CH3:49].[OH2:57].[c:1]1([S:7](=[O:8])(=[O:9])[c:10]2[cH:11][c:12]3[c:17]([cH:18][cH:19]2)[CH:16]([CH2:20][CH2:21][O:22][S:23]([CH3:24])(=[O:25])=[O:26])[CH2:15][CH2:14][CH2:13]3)[cH:2][cH:3][cH:4][cH:5][cH:6]1>>[ClH:44].[c:1]1([S:7](=[O:8])(=[O:9])[c:10]2[cH:11][c:12]3[c:17]([cH:18][cH:19]2)[CH:16]([CH2:20][CH2:21][NH2:30])[CH2:15][CH2:14][CH2:13]3)[cH:2][cH:3][cH:4][cH:5][cH:6]1. Reactants: [Al+3], CCCC(=O)c1noc(COc2ccc(Cl)cc2Cl)n1, CC(C)[O-], CC(C)[O-], CC(C)[O-], CC(C)O. Yields the product CCCC(O)c1noc(COc2ccc(Cl)cc2Cl)n1. RXN SMILES: [Al+3:25].[CH2:1]([CH2:2][CH3:3])[C:4](=[O:5])[c:6]1[n:7][o:8][c:9]([CH2:11][O:12][c:13]2[c:14]([Cl:20])[cH:15][c:16]([Cl:19])[cH:17][cH:18]2)[n:10]1.[CH3:21][CH:22]([CH3:23])[O-:24].[CH3:26][CH:27]([CH3:28])[O-:29].[CH3:30][CH:31]([CH3:32])[O-:33].[CH:34]([OH:35])([CH3:36])[CH3:37]>>[CH2:1]([CH2:2][CH3:3])[CH:4]([OH:5])[c:6]1[n:7][o:8][c:9]([CH2:11][O:12][c:13]2[c:14]([Cl:20])[cH:15][c:16]([Cl:19])[cH:17][cH:18]2)[n:10]1. Starting materials: S(O)(O)(=O)=O (sulfuric acid), BrC1=NNC(C2=CC(=CC=C12)C(=O)O)=O (1-Bromo-4-oxo-3,4-dihydro-phthalazine-6-carboxylic acid), C(C)O (ethanol). Product: C(C)OC(=O)C=1C=C2C(NN=C(C2=CC1)Br)=O (Bromo-4-oxo-3,4-dihydro-phthalazine-6-carboxylic acid ethyl ester). Isolated yield 31.0%. As a reaction SMILES: S(=O)(=O)(O)O.[Br:6][C:7]1[C:16]2[C:11](=[CH:12][C:13]([C:17]([OH:19])=[O:18])=[CH:14][CH:15]=2)[C:10](=[O:20])[NH:9][N:8]=1.[CH2:21](O)[CH3:22]>>[CH2:21]([O:18][C:17]([C:13]1[CH:12]=[C:11]2[C:16](=[CH:15][CH:14]=1)[C:7]([Br:6])=[N:8][NH:9][C:10]2=[O:20])=[O:19])[CH3:22]. Reported procedure: Concentrated sulfuric acid (40 ml) was added to a stirred solution of 1-Bromo-4-oxo-3,4-dihydro-phthalazine-6-carboxylic acid (85 g, 0.32 mol) in ethanol (500 ml) and the mixture was heated to reflux for 48 hours. After this time, the reaction mixture was cooled and the resulting precipitate was filtered. The precipitate was partitioned between ethyl acetate (1 L) and saturated NaHCO3 (500 ml), the organic layer was separated and washed with water (500 ml) before being dried (MgSO4), filtered an... The reactants are CCOP(=O)(CC#N)OCC, [Cl-], O=C1CCC2(S(=O)(=O)c3ccc(C(F)(F)F)cc3)c3c(F)ccc(F)c3OCC2C1, [H-], [NH4+], [Na+], C1CCOC1. The product is N#CC=C1CCC2(S(=O)(=O)c3ccc(C(F)(F)F)cc3)c3c(F)ccc(F)c3OCC2C1. As a reaction SMILES: [C:3](#[N:4])[CH2:5][P:6](=[O:7])([O:8][CH2:9][CH3:10])[O:11][CH2:12][CH3:13].[Cl-:44].[F:14][c:15]1[c:16]2[c:21]([c:22]([F:25])[cH:23][cH:24]1)[O:20][CH2:19][CH:18]1[C:17]2([S:31](=[O:32])(=[O:33])[c:34]2[cH:35][cH:36][c:37]([C:40]([F:41])([F:42])[F:43])[cH:38][cH:39]2)[CH2:29][CH2:28][C:27](=[O:30])[CH2:26]1.[H-:2].[NH4+:45].[Na+:1].[O:46]1[CH2:47][CH2:48][CH2:49][CH2:50]1>>[C:3](#[N:4])[CH:5]=[C:27]1[CH2:26][CH:18]2[C:17]([S:31](=[O:32])(=[O:33])[c:34]3[cH:35][cH:36][c:37]([C:40]([F:41])([F:42])[F:43])[cH:38][cH:39]3)([c:16]3[c:15]([F:14])[cH:24][cH:23][c:22]([F:25])[c:21]3[O:20][CH2:19]2)[CH2:29][CH2:28]1. Starting materials: FCC1=NC2=CC=CC=C2C(=N1)N(C)C1=CC=C(C=C1)OC ((2-Fluoromethyl-quinazolin-4-yl)-(4-methoxy-phenyl)-methyl-amine), FCC1=NC2=CC=CC=C2C(N1)=O (2-fluoromethyl-quinazolin-4(3H)-one), CN(C1=CC=CC=C1)C (N,N-dimethylaniline), P(=O)(Cl)(Cl)Cl (phosphoryl chloride). Yields the product ClC1=NC(=NC2=CC=CC=C12)CF (4-chloro-2-fluoromethyl-quinazoline). RXN SMILES: [F:1][CH2:2][C:3]1[N:12]=[C:11](N(C2C=CC(OC)=CC=2)C)[C:10]2[C:5](=[CH:6][CH:7]=[CH:8][CH:9]=2)[N:4]=1.FCC1NC(=O)C2C(=CC=CC=2)N=1.CN(C)C1C=CC=CC=1.P(Cl)(Cl)([Cl:47])=O>>[Cl:47][C:11]1[C:10]2[C:5](=[CH:6][CH:7]=[CH:8][CH:9]=2)[N:4]=[C:3]([CH2:2][F:1])[N:12]=1. Procedure: (2-Fluoromethyl-quinazolin-4-yl)-(4-methoxy-phenyl)-methyl-amine: A suspension of 2-fluoromethyl-quinazolin-4(3H)-one (70 mg, 0.39 mmol) in phosphoryl chloride (2 ml) and N,N-dimethylaniline (0.035 ml, 0.27 mmol) was heated under reflux for 12 hours. The reaction mixture was poured onto ice and the precipitate was collected by filtration, then washed and dried to give 4-chloro-2-fluoromethyl-quinazoline, which was used directly for the next reaction. To a solution of 4-chloro-2-fluoromethyl-quin... The reactants are C1(=CC=CC=C1)OC (Anisole), CON=C(C(=O)NC1([C@@H]2N(C(=C(CS2)CSC2=NN=NN2C)C(=O)OC(C2=CC=CC=C2)C2=CC=CC=C2)C1=O)OC)C=1N=NSC1 (diphenylmethyl 7-[2-methoxyimino-2-(1,2,3-thiadiazol-4-yl)acetamido]-7-methoxy-3-(1-methyl-1H-tetrazol-5-yl)thiomethyl-3-cephem-4-carboxylate), FC(C(=O)O)(F)F (trifluoroacetic acid). The solvent is ClCCCl (1,2-dichloroethane). Reaction conditions: time 2 hour. Yields the product CON=C(C(=O)NC1([C@@H]2N(C(=C(CS2)CSC2=NN=NN2C)C(=O)O)C1=O)OC)C=1N=NSC1 (7-[2-methoxyimino-2-(1,2,3-thiadiazol-4-yl)acetamido]-7-methoxy-3-(1-methyl-1H-tetrazol-5-yl)thiomethyl-3-cephem-4-carboxylic acid). Isolated yield 32.1%. RXN SMILES: C1(OC)C=CC=CC=1.[CH3:9][O:10][N:11]=[C:12]([C:51]1[N:52]=[N:53][S:54][CH:55]=1)[C:13]([NH:15][C:16]1([O:49][CH3:50])[C:47](=[O:48])[N:18]2[C:19]([C:31]([O:33]C(C3C=CC=CC=3)C3C=CC=CC=3)=[O:32])=[C:20]([CH2:23][S:24][C:25]3[N:29]([CH3:30])[N:28]=[N:27][N:26]=3)[CH2:21][S:22][C@H:17]12)=[O:14].FC(F)(F)C(O)=O>ClCCCl>[CH3:9][O:10][N:11]=[C:12]([C:51]1[N:52]=[N:53][S:54][CH:55]=1)[C:13]([NH:15][C:16]1([O:49][CH3:50])[C:47](=[O:48])[N:18]2[C:19]([C:31]([OH:33])=[O:32])=[C:20]([CH2:23][S:24][C:25]3[N:29]([CH3:30])[N:28]=[N:27][N:26]=3)[CH2:21][S:22][C@H:17]12)=[O:14]. Procedure: Anisole (0.86 ml.) was added at ambient temperature to a solution of diphenylmethyl 7-[2-methoxyimino-2-(1,2,3-thiadiazol-4-yl)acetamido]-7-methoxy-3-(1-methyl-1H-tetrazol-5-yl)thiomethyl-3-cephem-4-carboxylate (syn isomer) (0.86 g.) in dry 1,2-dichloroethane (10 ml.), and then trifluoroacetic acid (1.68 g.) was added dropwise thereto under ice-cooling. The resulting mixture was stirred for 2 hours under ice-cooling and the reaction mixture was concentrated under reduced pressure. To the residue... Product: Cl, CCN(CC)CCOC(=O)C(C)c1ccc(C(=O)c2cccs2)cc1. The reactants are CN(C)P(=O)(N(C)C)N(C)C, CCN(CC)CCCl, [H-], [Na+], CC(C(=O)O)c1ccc(C(=O)c2cccs2)cc1. As a reaction SMILES: [CH3:29][N:30]([P:31]([N:32]([CH3:33])[CH3:34])([N:35]([CH3:36])[CH3:37])=[O:38])[CH3:39].[Cl:21][CH2:22][CH2:23][N:24]([CH2:25][CH3:26])[CH2:27][CH3:28].[H-:19].[Na+:20].[c:1]1([C:6](=[O:7])[c:8]2[cH:9][cH:10][c:11]([CH:12]([C:13](=[O:14])[OH:15])[CH3:16])[cH:17][cH:18]2)[cH:2][cH:3][cH:4][s:5]1>>[ClH:21].[c:1]1([C:6](=[O:7])[c:8]2[cH:9][cH:10][c:11]([CH:12]([C:13](=[O:14])[O:15][CH2:22][CH2:23][N:24]([CH2:25][CH3:26])[CH2:27][CH3:28])[CH3:16])[cH:17][cH:18]2)[cH:2][cH:3][cH:4][s:5]1.